Dataset: the Open Reaction Database (ORD), a public repository of structured organic reaction records. Task: describe an organic reaction: reactants, conditions, products, and yield Starting materials: C1CCOC1, CC#N, COc1ccccc1C1(C(=O)CCl)CCC1, [F-], FC(F)(F)c1ccc(OCC2CCCNC2)cc1, [K+]. Product: COc1ccccc1C1(C(=O)CN2CCCC(COc3ccc(C(F)(F)F)cc3)C2)CCC1. RXN SMILES: [CH2:40]1[O:41][CH2:42][CH2:43][CH2:44]1.[CH3:37][C:38]#[N:39].[Cl:1][CH2:2][C:3](=[O:4])[C:5]1([c:9]2[c:10]([O:15][CH3:16])[cH:11][cH:12][cH:13][cH:14]2)[CH2:6][CH2:7][CH2:8]1.[F-:17].[F:19][C:20]([c:21]1[cH:22][cH:23][c:24]([O:25][CH2:26][CH:27]2[CH2:28][NH:29][CH2:30][CH2:31][CH2:32]2)[cH:33][cH:34]1)([F:35])[F:36].[K+:18]>>[CH2:2]([C:3](=[O:4])[C:5]1([c:9]2[c:10]([O:15][CH3:16])[cH:11][cH:12][cH:13][cH:14]2)[CH2:6][CH2:7][CH2:8]1)[N:29]1[CH2:28][CH:27]([CH2:26][O:25][c:24]2[cH:23][cH:22][c:21]([C:20]([F:19])([F:35])[F:36])[cH:34][cH:33]2)[CH2:32][CH2:31][CH2:30]1.